From a dataset of the Open Reaction Database (ORD), a public repository of structured organic reaction records. describe an organic reaction: reactants, conditions, products, and yield Reactants: CN, CC#N, CO, Fc1cc(CCl)cnc1Cl. Product: CNCc1cnc(Cl)c(F)c1. Reaction SMILES: [CH3:11][NH2:12].[CH3:13][C:14]#[N:15].[CH3:16][OH:17].[Cl:1][c:2]1[c:3]([F:10])[cH:4][c:5]([CH2:8][Cl:9])[cH:6][n:7]1>>[Cl:1][c:2]1[c:3]([F:10])[cH:4][c:5]([CH2:8][NH:12][CH3:11])[cH:6][n:7]1. The reactants are Cl (hydrochloric acid), C(C)(=O)C1=CC2=CC=C(C(=C2C=C1)Br)OC (2-acetyl-5-bromo-6-methoxynaphthalene), C(C)(=O)OCCCC (n-butyl acetate), C[O-].[Na+] (sodium methoxide). The solvent is O (water). Conditions: temperature 65 celsius, time 30 minute. Yields the product BrC1=C2C=CC(=CC2=CC=C1OC)C(=CC(C)=O)O (4-(5-Bromo-6-methoxy-2-naphthyl)-4-hydroxybut-3-en-2-one). As a reaction SMILES: [C:1]([C:4]1[CH:13]=[CH:12][C:11]2[C:6](=[CH:7][CH:8]=[C:9]([O:15][CH3:16])[C:10]=2[Br:14])[CH:5]=1)(=[O:3])[CH3:2].[C:17](OCCCC)(=[O:19])[CH3:18].C[O-].[Na+].Cl>O>[Br:14][C:10]1[C:9]([O:15][CH3:16])=[CH:8][CH:7]=[C:6]2[C:11]=1[CH:12]=[CH:13][C:4]([C:1]([OH:3])=[CH:2][C:17](=[O:19])[CH3:18])=[CH:5]2 |f:2.3|. Procedure details: 50 Grams (0.179 moles) of 2-acetyl-5-bromo-6-methoxynaphthalene and 200 ml of n-butyl acetate are placed in a flask equipped with refrigerator and stirrer and, under stirring and at the temperature of 15° C., 14.5 g (0.268 moles) of sodium methoxide are added. The temperature of the reaction mixture goes up to 25° C. and is kept at this value for 30 minutes, then the mixture is warmed at 65° C. for one hour, is added with 100 ml of water and is brought to pH 4 by adding a concentrated aqueous so... RXN SMILES: [CH3:1][NH:2][CH:3]1[CH2:4][CH2:5][N:6]([CH2:9][CH2:10][c:11]2[cH:12][nH:13][c:14]3[cH:15][cH:16][cH:17][cH:18][c:19]23)[CH2:7][CH2:8]1.[c:20]1([N:26]=[C:27]=[S:28])[cH:21][cH:22][cH:23][cH:24][cH:25]1.[cH:29]1[cH:30][cH:31][cH:32][cH:33][cH:34]1>>[CH3:1][N:2]([CH:3]1[CH2:4][CH2:5][N:6]([CH2:9][CH2:10][c:11]2[cH:12][nH:13][c:14]3[cH:15][cH:16][cH:17][cH:18][c:19]23)[CH2:7][CH2:8]1)[C:27]([NH:26][c:20]1[cH:21][cH:22][cH:23][cH:24][cH:25]1)=[S:28]. The product is CN(C(=S)Nc1ccccc1)C1CCN(CCc2c[nH]c3ccccc23)CC1. Starting materials: CNC1CCN(CCc2c[nH]c3ccccc23)CC1, S=C=Nc1ccccc1, c1ccccc1. Starting materials: CCOC(=O)NS(=O)(=O)c1ccc2c(c1)CCN(C(=O)N(C)C)CC2, CC1CCC(N)CC1. Product: CC1CCC(NC(=O)NS(=O)(=O)c2ccc3c(c2)CCN(C(=O)N(C)C)CC3)CC1. As a reaction SMILES: [CH2:1]([O:3][C:4](=[O:2])[NH:5][S:6](=[O:7])(=[O:8])[c:9]1[cH:10][c:11]2[c:12]([cH:23][cH:24]1)[CH2:13][CH2:14][N:15]([C:18]([N:19]([CH3:20])[CH3:21])=[O:22])[CH2:16][CH2:17]2)[CH3:25].[CH3:26][CH:27]1[CH2:28][CH2:29][CH:30]([NH2:33])[CH2:31][CH2:32]1>>[O:3]=[C:4]([NH:5][S:6](=[O:7])(=[O:8])[c:9]1[cH:10][c:11]2[c:12]([cH:23][cH:24]1)[CH2:13][CH2:14][N:15]([C:18]([N:19]([CH3:20])[CH3:21])=[O:22])[CH2:16][CH2:17]2)[NH:33][CH:30]1[CH2:29][CH2:28][CH:27]([CH3:26])[CH2:32][CH2:31]1. Reactants: CC(C)(C)[Si](C)(C)OC(CBr)c1ccc(OCc2ccccc2)c2[nH]c(=O)ccc12, [N-]=[N+]=[N-], [Na+], CN(C)C=O, O. The product is CC(C)(C)[Si](C)(C)OC(CN=[N+]=[N-])c1ccc(OCc2ccccc2)c2[nH]c(=O)ccc12. Reaction SMILES: [CH2:5]([c:6]1[cH:7][cH:8][cH:9][cH:10][cH:11]1)[O:12][c:13]1[cH:14][cH:15][c:16]([CH:24]([CH2:25][Br:26])[O:27][Si:28]([CH3:29])([CH3:30])[C:31]([CH3:32])([CH3:33])[CH3:34])[c:17]2[cH:18][cH:19][c:20](=[O:23])[nH:21][c:22]12.[N-:1]=[N+:2]=[N-:3].[Na+:4].[O:36]=[CH:37][N:38]([CH3:39])[CH3:40].[OH2:35]>>[N:1](=[N+:2]=[N-:3])[CH2:25][CH:24]([c:16]1[cH:15][cH:14][c:13]([O:12][CH2:5][c:6]2[cH:7][cH:8][cH:9][cH:10][cH:11]2)[c:22]2[c:17]1[cH:18][cH:19][c:20](=[O:23])[nH:21]2)[O:27][Si:28]([CH3:29])([CH3:30])[C:31]([CH3:32])([CH3:33])[CH3:34].